From a dataset of the Open Reaction Database (ORD), a public repository of structured organic reaction records. describe an organic reaction: reactants, conditions, products, and yield The reactants are [Br-], CCCc1c(Cc2ccc(-c3ccccc3C#N)cc2)c(=O)n(C2CCC(Oc3ccc(C(C)=O)cc3)CC2)c2ncnn12, C[Mg+], Cl, C1CCOC1. Yields the product CCCc1c(Cc2ccc(-c3ccccc3C#N)cc2)c(=O)n(C2CCC(Oc3ccc(C(C)(C)O)cc3)CC2)c2ncnn12. Reaction SMILES: [Br-:45].[C:1]([CH3:2])(=[O:3])[c:4]1[cH:5][cH:6][c:7]([O:8][CH:9]2[CH2:10][CH2:11][CH:12]([n:15]3[c:16]4[n:17]([c:18]([CH2:37][CH2:38][CH3:39])[c:19]([CH2:22][c:23]5[cH:24][cH:25][c:26](-[c:29]6[c:30]([C:35]#[N:36])[cH:31][cH:32][cH:33][cH:34]6)[cH:27][cH:28]5)[c:20]3=[O:21])[n:40][cH:41][n:42]4)[CH2:13][CH2:14]2)[cH:43][cH:44]1.[CH3:46][Mg+:47].[ClH:48].[O:49]1[CH2:50][CH2:51][CH2:52][CH2:53]1>>[C:1]([CH3:2])([OH:3])([c:4]1[cH:5][cH:6][c:7]([O:8][CH:9]2[CH2:10][CH2:11][CH:12]([n:15]3[c:16]4[n:17]([c:18]([CH2:37][CH2:38][CH3:39])[c:19]([CH2:22][c:23]5[cH:24][cH:25][c:26](-[c:29]6[c:30]([C:35]#[N:36])[cH:31][cH:32][cH:33][cH:34]6)[cH:27][cH:28]5)[c:20]3=[O:21])[n:40][cH:41][n:42]4)[CH2:13][CH2:14]2)[cH:43][cH:44]1)[CH3:46].